This data is from the Open Reaction Database (ORD), a public repository of structured organic reaction records. The task is: describe an organic reaction: reactants, conditions, products, and yield The reactants are [Na].N1(C(=O)NC(=O)C(C)=C1)C(=O)C[C@@H](OCP(=O)(O)O)CO (1-(thymin-1-yl)-2-deoxy-3-O-(phosphonomethyl)-L-threose sodium salt), N1(C(=O)NC(=O)C=C1)C(=O)C[C@@H](OCP(=O)(OC(C)C)OC(C)C)CO (1-(uracil-1-yl)-2-deoxy-3-O-(diisopropylphosphonomethyl)-L-threose), I[Si](C)(C)C (iodotrimethysilane). Yields the product [Na].N1(C(=O)NC(=O)C=C1)C(=O)C[C@@H](OCP(=O)(O)O)CO (1-(uracil-1-yl)-2-deoxy-3-O-(phosphonomethyl)-L-threose sodium salt). Isolated yield 34.0%. Reaction SMILES: [Na:1].[N:2]1([C:11]([CH2:13][C@H:14]([CH2:21][OH:22])[O:15][CH2:16][P:17]([OH:20])([OH:19])=[O:18])=[O:12])[CH:10]=[C:8](C)[C:6](=[O:7])[NH:5][C:3]1=[O:4].N1(C(C[C@H](CO)OCP(OC(C)C)(OC(C)C)=O)=O)C=CC(=O)NC1=O.I[Si](C)(C)C>>[Na:1].[N:2]1([C:11]([CH2:13][C@H:14]([CH2:21][OH:22])[O:15][CH2:16][P:17]([OH:19])([OH:20])=[O:18])=[O:12])[CH:10]=[CH:8][C:6](=[O:7])[NH:5][C:3]1=[O:4] |f:0.1,4.5,^1:0,53|. Procedure details: This compound was prepared as described for 3f, using 21 (154 mg, 0.41 mmol) as a starting material and iodotrimethysilane (0.47 mL, 3.3 mmol). Compound 3g (50 mg, 0.14 mmol) was obtained as a colorless solid, in 34% yield, which was characterized as follows: Starting materials: Cn1cc(Br)nc(Br)c1=O, CN1CCN(c2ccc(N)cn2)CC1, CC(C)O. Product: CN1CCN(c2ccc(Nc3nc(Br)cn(C)c3=O)cn2)CC1. Reaction SMILES: [Br:15][c:16]1[c:17](=[O:24])[n:18]([CH3:23])[cH:19][c:20]([Br:22])[n:21]1.[CH3:1][N:2]1[CH2:3][CH2:4][N:5]([c:8]2[cH:9][cH:10][c:11]([NH2:14])[cH:12][n:13]2)[CH2:6][CH2:7]1.[CH:25]([OH:26])([CH3:27])[CH3:28]>>[CH3:1][N:2]1[CH2:3][CH2:4][N:5]([c:8]2[cH:9][cH:10][c:11]([NH:14][c:16]3[c:17](=[O:24])[n:18]([CH3:23])[cH:19][c:20]([Br:22])[n:21]3)[cH:12][n:13]2)[CH2:6][CH2:7]1. The reactants are C1CCOC1, COc1ccc(C=C[N+](=O)[O-])cc1, CO, [Cl-], [Li]c1ccccc1, [NH4+]. The product is COc1ccc(C(C[N+](=O)[O-])c2ccccc2)cc1. RXN SMILES: [CH2:25]1[O:26][CH2:27][CH2:28][CH2:29]1.[CH3:1][O:2][c:3]1[cH:4][cH:5][c:6]([CH:9]=[CH:10][N+:11](=[O:12])[O-:13])[cH:7][cH:8]1.[CH3:21][OH:22].[Cl-:23].[Li:14][c:15]1[cH:16][cH:17][cH:18][cH:19][cH:20]1.[NH4+:24]>>[CH3:1][O:2][c:3]1[cH:4][cH:5][c:6]([CH:9]([CH2:10][N+:11](=[O:12])[O-:13])[c:15]2[cH:16][cH:17][cH:18][cH:19][cH:20]2)[cH:7][cH:8]1. Starting materials: CC(C)(C)OC(=O)C(C)(C)Br, c1ccc(CC[NH2+]Cc2ccccc2)cc1, CCO, O=C(O)C(=NO)c1cccs1. As a reaction SMILES: [Br:12][C:13]([C:14](=[O:15])[O:16][C:17]([CH3:18])([CH3:19])[CH3:20])([CH3:21])[CH3:22].[CH2:23]([NH2+:24][CH2:25][CH2:26][c:27]1[cH:28][cH:29][cH:30][cH:31][cH:32]1)[c:33]1[cH:34][cH:35][cH:36][cH:37][cH:38]1.[CH3:39][CH2:40][OH:41].[OH:1][N:2]=[C:3]([C:4](=[O:5])[OH:6])[c:7]1[s:8][cH:9][cH:10][cH:11]1>>[O:1]([N:2]=[C:3]([C:4](=[O:5])[OH:6])[c:7]1[s:8][cH:9][cH:10][cH:11]1)[C:13]([C:14](=[O:15])[O:16][C:17]([CH3:18])([CH3:19])[CH3:20])([CH3:21])[CH3:22]. Yields the product CC(C)(C)OC(=O)C(C)(C)ON=C(C(=O)O)c1cccs1. Starting materials: ketone, C(C)(=O)O (acetic acid), C(CCCCCCCCCC)C(=O)C (methyl n-undecyl ketone), aliphatic carboxylic acid, aliphatic carboxylic acid. Reagents/catalysts: cerium oxide-on-alumina. Product: C(CCCCCCCCCCC)(=O)O (lauric acid). Isolated yield 85.0%. Reaction SMILES: [CH2:1]([C:12](C)=[O:13])[CH2:2][CH2:3][CH2:4][CH2:5][CH2:6][CH2:7][CH2:8][CH2:9][CH2:10][CH3:11].C(O)(=[O:17])C>>[C:12]([OH:13])(=[O:17])[CH2:1][CH2:2][CH2:3][CH2:4][CH2:5][CH2:6][CH2:7][CH2:8][CH2:9][CH2:10][CH3:11]. Reported procedure: There is also reported, in Japanese Patent Application (Laid-Open) No. 175951/1989, a process for production of ketone from higher aliphatic carboxylic acid and lower aliphatic carboxylic acid using cerium oxide-on-alumina catalyst. According to the literature, methyl n-undecyl ketone, for example, is produced from lauric acid and acetic acid and the yield is 85%. In the process, however, GHSV (gas phase space velocity) is as low as 171 hr-1 ; consequently, the productivity is low and a large re... Reactants: FC=1C=C(C=C(C1)F)S(=O)(=O)C1=C(C=2C3=C(N(C2C=C1)C)CC1CCC3N1)C(=O)OC(C)(C)C (tert-butyl 2-(3,5-difluorophenyl)sulfonyl-5-methyl-5,6,7,8,9,10-hexahydro-7,10-epiminocyclohepta[b]indole-carboxylate), Cl (HCl). Run in ClCCl (dichloromethane), CO (methanol), C(C)OCC (diethyl ether). Conditions: time 8 hour. Product: Cl.FC=1C=C(C=C(C1)F)S(=O)(=O)C=1C=C2C3=C(N(C2=CC1)C)CC1CCC3N1 (2-(3,5-difluorophenyl)sulfonyl-5-methyl-5,6,7,8,9,10-hexahydro-7,10-epiminocyclohepta[b]indole hydrochloride). Reaction SMILES: [F:1][C:2]1[CH:3]=[C:4]([S:9]([C:12]2[CH:20]=[CH:19][C:18]3[N:17]([CH3:21])[C:16]4[CH2:22][CH:23]5[NH:27][CH:26]([C:15]=4[C:14]=3[C:13]=2C(OC(C)(C)C)=O)[CH2:25][CH2:24]5)(=[O:11])=[O:10])[CH:5]=[C:6]([F:8])[CH:7]=1.[ClH:35]>ClCCl.CO.C(OCC)C>[ClH:35].[F:8][C:6]1[CH:5]=[C:4]([S:9]([C:12]2[CH:13]=[C:14]3[C:18](=[CH:19][CH:20]=2)[N:17]([CH3:21])[C:16]2[CH2:22][CH:23]4[NH:27][CH:26]([C:15]3=2)[CH2:25][CH2:24]4)(=[O:11])=[O:10])[CH:3]=[C:2]([F:1])[CH:7]=1 |f:5.6|. Reported procedure: To a solution of the product of step A in dichloromethane (0.9 mL) and methanol (0.1 mL) was added 2M HCl in diethyl ether (5 mL). The reaction mixture was stirred at ambient temperature overnight, filtered, washed with diethyl ether and dried in vacuo to give 2-(3,5-difluorophenyl)sulfonyl-5-methyl-5,6,7,8,9,10-hexahydro-7,10-epiminocyclohepta[b]indole hydrochloride (15 mg, 50%, AUC HPLC 98.0%) as an off-white solid: mp 230-235° C. dec; 1H NMR (CD3OD, 300 MHz) δ 8.32 (d, J=1.8 Hz, 1H), 7.77 (dd... Run in O1CCCC1 (tetrahydrofuran). Reaction conditions: temperature 0 celsius, time 8 hour. Procedure: Methyllithium (1.6 M in diethyl ether, 4.88 mL, 7.81 mmol) was added dropwise to a stirred solution of 6′-bromospiro[cyclohexane-1,3′-pyrrolo[3,2-b]pyridine]-2′,4(1′H)-dione (preparation 18, 1.00 g, 3.39 mmol) in tetrahydrofuran (30 mL) at −78° C. The mixture was warmed to 0° C. over 3 h and stirred overnight at ambient temperature. Additional methyllithium (1.6 M in diethyl ether, 4.24 mL, 6.78 mmol) was added dropwise at −78° C. and the mixture was warmed to ambient temperature stirred overnig... Yields the product BrC=1C=C2C(=NC1)C1(C(N2)=O)CCC(CC1)(C)O (6′-bromo-4-hydroxy-4-methylspiro[cyclohexane-1,3′-pyrrolo[3,2-b]pyridin]-2′(1′H)-one). The reactants are [Cl-].[NH4+] (ammonium chloride), C[Li] (Methyllithium), BrC=1C=C2C(=NC1)C1(C(N2)=O)CCC(CC1)=O (6′-bromospiro[cyclohexane-1,3′-pyrrolo[3,2-b]pyridine]-2′,4(1′H)-dione), C[Li] (methyllithium). Reaction SMILES: [CH3:1][Li].[Br:3][C:4]1[CH:5]=[C:6]2[NH:12][C:11](=[O:13])[C:10]3([CH2:18][CH2:17][C:16](=[O:19])[CH2:15][CH2:14]3)[C:7]2=[N:8][CH:9]=1.[Cl-].[NH4+]>O1CCCC1>[Br:3][C:4]1[CH:5]=[C:6]2[NH:12][C:11](=[O:13])[C:10]3([CH2:18][CH2:17][C:16]([OH:19])([CH3:1])[CH2:15][CH2:14]3)[C:7]2=[N:8][CH:9]=1 |f:2.3|. The reactants are C(C1=CC=CC=C1)Br (benzyl bromide), 20, N=1NC(N2C1CC1=C(C=C2)C=CC=C1)=O (2,11-dihydro-3H-s-triazolo[3,4-b][3]benzazepin-3-one), [H-].[Na+] (sodium hydride). Solvent: CN(C=O)C (dimethylformamide). The product is C(C1=CC=CC=C1)N1N=C2CC3=C(C=CN2C1=O)C=CC=C3 (2-benzyl-2,11-dihydro-3H-s-triazolo[3,4-b][3]benzazepin-3-one). As a reaction SMILES: [N:1]1[NH:2][C:3](=[O:15])[N:4]2[CH:10]=[CH:9][C:8]3[CH:11]=[CH:12][CH:13]=[CH:14][C:7]=3[CH2:6][C:5]=12.[H-].[Na+].[CH2:18](Br)[C:19]1[CH:24]=[CH:23][CH:22]=[CH:21][CH:20]=1>CN(C)C=O>[CH2:18]([N:2]1[C:3](=[O:15])[N:4]2[C:5]([CH2:6][C:7]3[CH:14]=[CH:13][CH:12]=[CH:11][C:8]=3[CH:9]=[CH:10]2)=[N:1]1)[C:19]1[CH:24]=[CH:23][CH:22]=[CH:21][CH:20]=1 |f:1.2|. Procedure: To a solution of 20 parts of 2,11-dihydro-3H-s-triazolo[3,4-b][3]benzazepin-3-one in 300 volume parts of dimethylformamide is added 5.5 parts of a sodium hydride (55%) dispersion in mineral oil under stirring. To the mixture is added 13 volume parts of benzyl bromide dropwise. After stirring for 1 hour, the crystals are collected by filtration to give 2-benzyl-2,11-dihydro-3H-s-triazolo[3,4-b][3]benzazepin-3-one as crystals. Recrystallization from ethanol gives colorless plates melting at 133° -...